From a dataset of the Open Reaction Database (ORD), a public repository of structured organic reaction records. describe an organic reaction: reactants, conditions, products, and yield The reactants are O=C([O-])[O-], CN(C)C=O, Clc1cnc(Cl)nc1, [K+], [K+], O, Oc1ccccc1O. The product is Oc1ccccc1Oc1ncc(Cl)cn1. As a reaction SMILES: [C:9](=[O:10])([O-:11])[O-:12].[CH3:24][N:25]([CH3:26])[CH:27]=[O:28].[Cl:15][c:16]1[n:17][cH:18][c:19]([Cl:22])[cH:20][n:21]1.[K+:13].[K+:14].[OH2:23].[OH:1][c:2]1[cH:3][cH:4][cH:5][cH:6][c:7]1[OH:8]>>[O:1]([c:2]1[cH:3][cH:4][cH:5][cH:6][c:7]1[OH:8])[c:16]1[n:17][cH:18][c:19]([Cl:22])[cH:20][n:21]1. The reactants are COC(CBr)OC, C1CCOC1, CN([SiH](C)C)[Si](C)(C)C, CN(C)C=O, [Na], Oc1ccc2ncccc2c1. Yields the product COC(COc1ccc2ncccc2c1)OC. Reaction SMILES: [Br:27][CH2:28][CH:29]([O:30][CH3:31])[O:32][CH3:33].[CH2:22]1[O:23][CH2:24][CH2:25][CH2:26]1.[CH3:12][SiH:13]([CH3:14])[N:15]([CH3:16])[Si:17]([CH3:18])([CH3:19])[CH3:20].[CH3:34][N:35]([CH3:36])[CH:37]=[O:38].[Na:21].[OH:1][c:2]1[cH:3][cH:4][c:5]2[n:6][cH:7][cH:8][cH:9][c:10]2[cH:11]1>>[O:1]([c:2]1[cH:3][cH:4][c:5]2[n:6][cH:7][cH:8][cH:9][c:10]2[cH:11]1)[CH2:28][CH:29]([O:30][CH3:31])[O:32][CH3:33].